Dataset: the Open Reaction Database (ORD), a public repository of structured organic reaction records. Task: describe an organic reaction: reactants, conditions, products, and yield The reactants are B(F)(F)F (BF3), C(=O)(O)[O-].[Na+] (NaHCO3), ClC=1C=C2C(=C(N(C2=CC1)C#N)C1=C(SC=C1C)C)C1=CC=C(C=C1)OC (5-chloro-2-(2,4-dimethylthiophen-3-yl)-3-(4-methoxyphenyl)-1H-indole-1-carbonitrile), S(C)C (SMe2). The reagents and catalysts are CO (MeOH). The solvent is [Cl-].[Na+].O (brine), C(Cl)Cl (DCM). Reaction conditions: time 24 hour. Yields the product ClC=1C=C2C(=C(N(C2=CC1)C#N)C1=C(SC=C1C)C)C1=CC=C(C=C1)O (5-chloro-2-(2,4-dimethylthiophen-3-yl)-3-(4-hydroxyphenyl)-1H-indole-1-carbonitrile). Isolated yield 58.3%. Reaction SMILES: [Cl:1][C:2]1[CH:3]=[C:4]2[C:8](=[CH:9][CH:10]=1)[N:7]([C:11]#[N:12])[C:6]([C:13]1[C:17]([CH3:18])=[CH:16][S:15][C:14]=1[CH3:19])=[C:5]2[C:20]1[CH:25]=[CH:24][C:23]([O:26]C)=[CH:22][CH:21]=1.B(F)(F)F.S(C)C.C([O-])(O)=O.[Na+]>C(Cl)Cl.CO.[Cl-].[Na+].O>[Cl:1][C:2]1[CH:3]=[C:4]2[C:8](=[CH:9][CH:10]=1)[N:7]([C:11]#[N:12])[C:6]([C:13]1[C:17]([CH3:18])=[CH:16][S:15][C:14]=1[CH3:19])=[C:5]2[C:20]1[CH:25]=[CH:24][C:23]([OH:26])=[CH:22][CH:21]=1 |f:3.4,7.8.9|. Procedure details: 5-chloro-2-(2,4-dimethylthiophen-3-yl)-3-(4-methoxyphenyl)-1H-indole-1-carbonitrile (75 mg, 0.19 mmol) was dissolved in 4 ml DCM and the mixture was cooled in an ice bath. BF3.SMe2 (0.20 ml, 1.91 mmol) was added drop wise and the mixture was stirred at room temperature for 24 h. A few drops MeOH were added at 0° C. followed by NaHCO3 (aq, sat) and brine. The layers were separated and the organic layer was concentrated. The crude product was purified on silica (MeOH/DCM 1:99). 42.0 mg 5-chloro-2-...